Dataset: the Open Reaction Database (ORD), a public repository of structured organic reaction records. Task: describe an organic reaction: reactants, conditions, products, and yield The reactants are CC(C)([O-])C.[K+] (potassium t-butoxide), C(C)(C)(C)OC(=O)N1CCN(CC1)C=1C=CC=C2CCC(NC12)=O (4-(2-oxo-1,2,3,4-tetrahydro-quinolin-8-yl)-piperazine-1-carboxylic acid tert-butyl ester), CI (methyl iodide). The solvent is C1CCOC1 (THF), C1CCOC1 (THF). Conditions: time 15 minute. Yields the product C(C)(C)(C)OC(=O)N1CCN(CC1)C=1C=CC=C2CCC(N(C12)C)=O (4-(1-methyl-2-oxo-1,2,3,4-tetrahydro-quinolin-8-yl)-piperazine-1-carboxylic acid tert-butyl ester). RXN SMILES: [C:1]([O:5][C:6]([N:8]1[CH2:13][CH2:12][N:11]([C:14]2[CH:15]=[CH:16][CH:17]=[C:18]3[C:23]=2[NH:22][C:21](=[O:24])[CH2:20][CH2:19]3)[CH2:10][CH2:9]1)=[O:7])([CH3:4])([CH3:3])[CH3:2].[CH3:25]C(C)([O-])C.[K+].CI>C1COCC1>[C:1]([O:5][C:6]([N:8]1[CH2:9][CH2:10][N:11]([C:14]2[CH:15]=[CH:16][CH:17]=[C:18]3[C:23]=2[N:22]([CH3:25])[C:21](=[O:24])[CH2:20][CH2:19]3)[CH2:12][CH2:13]1)=[O:7])([CH3:4])([CH3:2])[CH3:3] |f:1.2|. Procedure: A second intermediate compound, 1-Methyl-8-piperazin-1-yl-3,4-dihydro-1H-quinolin-2-one hydrochloride, was produced as follows: To a solution of 4-(2-oxo-1,2,3,4-tetrahydro-quinolin-8-yl)-piperazine-1-carboxylic acid tert-butyl ester (2.5 g, 7.54 mmol) in THF (45 mL) cooled to −50° C. was added a solution of potassium t-butoxide, 1M in THF (8.3 mL, 8.30 mmol). After stirring for 15 minutes, methyl iodide (0.47 mL, 7.54 mmol) was added followed by stirring for 16 hours at 25° C. The mixture was e... Yields the product Cl.ClC1=CC=C(C=C1)SC=1CCN(CC1)CCCC(=O)C1=CC=C(C=C1)F (4-{4-[(4-Chlorophenyl)thio]-1,2,3,6-tetrahydro-1-pyridinyl}-1-(4-fluorophenyl)-1-butanone Hydrochloride). Starting materials: ClC1=CC=C(C=C1)SC=1CCNCC1 (4-[(4-chlorophenyl)thio]-1,2,3,6-tetrahydropyridine), ClCCCC(=O)C1=CC=C(C=C1)F (4-chloro-p-fluorobutyrophenone), C([O-])([O-])=O.[K+].[K+] (potassium carbonate), Cl (hydrochloric acid). Run at temperature 98 celsius. RXN SMILES: [Cl:1][C:2]1[CH:7]=[CH:6][C:5]([S:8][C:9]2[CH2:10][CH2:11][NH:12][CH2:13][CH:14]=2)=[CH:4][CH:3]=1.Cl[CH2:16][CH2:17][CH2:18][C:19]([C:21]1[CH:26]=[CH:25][C:24]([F:27])=[CH:23][CH:22]=1)=[O:20].C(=O)([O-])[O-].[K+].[K+].Cl>C1C=CC=CC=1>[ClH:1].[Cl:1][C:2]1[CH:3]=[CH:4][C:5]([S:8][C:9]2[CH2:14][CH2:13][N:12]([CH2:16][CH2:17][CH2:18][C:19]([C:21]3[CH:22]=[CH:23][C:24]([F:27])=[CH:25][CH:26]=3)=[O:20])[CH2:11][CH:10]=2)=[CH:6][CH:7]=1 |f:2.3.4,7.8|. The yield is 84.1%. Solvent: C1=CC=CC=C1 (benzene). Procedure details: A mixture of 11.2 g of 4-[(4-chlorophenyl)thio]-1,2,3,6-tetrahydropyridine, 10.0 g of 4-chloro-p-fluorobutyrophenone and 6.9 g of potassium carbonate is heated at 98° C. for 1 hour. The mixture is taken up in benzene and filtered. Evaporation of the filtrate gives a brown oil which is treated with a large excess of 1 N hydrochloric acid. The resulting precipitate is collected to afford 8.9 g (46%) of tan powder, m.p. 208°-210° C. Recrystallization from acetonitrile yields off-white crystals, m.p...